This data is from the Open Reaction Database (ORD), a public repository of structured organic reaction records. The task is: describe an organic reaction: reactants, conditions, products, and yield Starting materials: ice water, N1=C(Cl)N=C(Cl)N=C1Cl (cyanuric chloride), C([O-])(O)=O.[Na+] (sodium bicarbonate), Cl.C(C)OC(CN)=O (glycine ethylester hydrochloride). Solvent: CC(=O)C (acetone). The product is ClC1=NC(=NC(=N1)Cl)NCC(=O)OCC (4,6-dichloro-2-ethoxycarbonylmethylamino-S-triazine). The yield is 51.9%. As a reaction SMILES: [N:1]1[C:8]([Cl:9])=[N:7][C:5](Cl)=[N:4][C:2]=1[Cl:3].C(=O)(O)[O-].[Na+].Cl.[CH2:16]([O:18][C:19](=[O:22])[CH2:20][NH2:21])[CH3:17]>CC(C)=O>[Cl:9][C:8]1[N:1]=[C:2]([Cl:3])[N:4]=[C:5]([NH:21][CH2:20][C:19]([O:18][CH2:16][CH3:17])=[O:22])[N:7]=1 |f:1.2,3.4|. Reported procedure: To 10 g of ice water was added 1.84 g of cyanuric chloride dissolved in 50 ml of acetone. To this solution kept at an internal temperature of 0° to 5° C. under stirring were added 1.68 g of sodium bicarbonate and 1.40 g of glycine ethylester hydrochloride and the mixture was stirred at said temperature for 30 minutes. The reaction product was extracted with ethyl acetate and dried with sodium sulfate. Then, ethyl acetate was distilled out and separated crystal was recrystallized from cyclohexane...